The task is: describe an organic reaction: reactants, conditions, products, and yield. This data is from the Open Reaction Database (ORD), a public repository of structured organic reaction records. Solvent: C1CCOC1, O (water), C1CCOC1. Product: CC(O)(C)C1=CN(N=N1)CCOC2=CC=C(C3=CC4=C(C=C3)C=CN4)C=C2. The reactants are CC(C(C)(C)O1)(C)OB1C2=CC=C(OCCN3N=NC(C(C)(O)C)=C3)C=C2, ClC1=CC2=C(C=CN2)C=C1. Reagents/catalysts: CC(C)(C)C1=CC=C(C=C1)C2=CC=C(C=C2)C(C)(C)C, [O-]P(=O)([O-])[O-].[K+].[K+].[K+], CC(C1=CC(C(C)C)=C(C2=CC=CC=C2P(C3CCCCC3)C4CCCCC4)C(C(C)C)=C1)C.NC5=CC=CC=C5C6=CC=CC=[C-]6.Cl[Pd+]. Isolated yield 37.0%. Run at temperature 25 celsius, time 24 hour. The reactants are BrC1=COC2=C1C=C(C=C2)C=2OC(=NN2)C (2-(3-bromo-1-benzofuran-5-yl)-5-methyl-1,3,4-oxadiazole), FC1=CC=C(C=C1)B(O)O ((4-fluorophenyl)boronic acid), C([O-])([O-])=O.[Na+].[Na+] (sodium carbonate), COCCOC (1,2-dimethoxyethane). Reagents/catalysts: C=1C=CC(=CC1)[P](C=2C=CC=CC2)(C=3C=CC=CC3)[Pd]([P](C=4C=CC=CC4)(C=5C=CC=CC5)C=6C=CC=CC6)([P](C=7C=CC=CC7)(C=8C=CC=CC8)C=9C=CC=CC9)[P](C=1C=CC=CC1)(C=1C=CC=CC1)C=1C=CC=CC1 (tetrakis(triphenylphosphine)palladium(0)). Solvent: C(C)(=O)OCC (ethyl acetate), O (water). Product: FC1=CC=C(C=C1)C1=COC2=C1C=C(C=C2)C=2OC(=NN2)C (2-[3-(4-fluorophenyl)-1-benzofuran-5-yl]-5-methyl-1,3,4-oxadiazole). Isolated yield 68.7%. As a reaction SMILES: Br[C:2]1[C:6]2[CH:7]=[C:8]([C:11]3[O:12][C:13]([CH3:16])=[N:14][N:15]=3)[CH:9]=[CH:10][C:5]=2[O:4][CH:3]=1.[F:17][C:18]1[CH:23]=[CH:22][C:21](B(O)O)=[CH:20][CH:19]=1.C(=O)([O-])[O-].[Na+].[Na+].COCCOC>C(OCC)(=O)C.C1C=CC([P]([Pd]([P](C2C=CC=CC=2)(C2C=CC=CC=2)C2C=CC=CC=2)([P](C2C=CC=CC=2)(C2C=CC=CC=2)C2C=CC=CC=2)[P](C2C=CC=CC=2)(C2C=CC=CC=2)C2C=CC=CC=2)(C2C=CC=CC=2)C2C=CC=CC=2)=CC=1.O>[F:17][C:18]1[CH:23]=[CH:22][C:21]([C:2]2[C:6]3[CH:7]=[C:8]([C:11]4[O:12][C:13]([CH3:16])=[N:14][N:15]=4)[CH:9]=[CH:10][C:5]=3[O:4][CH:3]=2)=[CH:20][CH:19]=1 |f:2.3.4,^1:48,50,69,88|. Procedure: A mixture of 2-(3-bromo-1-benzofuran-5-yl)-5-methyl-1,3,4-oxadiazole (251 mg, 0.900 mmol), (4-fluorophenyl)boronic acid (140 mg, 1.00 mmol), tetrakis(triphenylphosphine)palladium(0) (31.2 mg, 0.0270 mmol), sodium carbonate (212 mg, 2.00 mmol), 1,2-dimethoxyethane (5 mL) and water (1 mL) was heated overnight under reflux under an argon atmosphere. After cooling, the reaction mixture was diluted with ethyl acetate, washed with water and saturated brine, dried over anhydrous magnesium sulfate and c... Reactants: Brc1ncccn1, CCCCO, NC(Cc1c[nH]c2ccccc12)c1nc(-c2ccccc2)c[nH]1. The product is c1ccc(-c2c[nH]c(C(Cc3c[nH]c4ccccc34)Nc3ncccn3)n2)cc1. As a reaction SMILES: [Br:24][c:25]1[n:26][cH:27][cH:28][cH:29][n:30]1.[CH2:31]([OH:32])[CH2:33][CH2:34][CH3:35].[nH:1]1[cH:2][c:3]([CH2:10][CH:11]([NH2:12])[c:13]2[nH:14][cH:15][c:16](-[c:18]3[cH:19][cH:20][cH:21][cH:22][cH:23]3)[n:17]2)[c:4]2[cH:5][cH:6][cH:7][cH:8][c:9]12>>[nH:1]1[cH:2][c:3]([CH2:10][CH:11]([NH:12][c:25]2[n:26][cH:27][cH:28][cH:29][n:30]2)[c:13]2[nH:14][cH:15][c:16](-[c:18]3[cH:19][cH:20][cH:21][cH:22][cH:23]3)[n:17]2)[c:4]2[cH:5][cH:6][cH:7][cH:8][c:9]12. The reactants are C(C)(C)(C)NS(=O)(=O)C=1C=C(N(C1)C)CO (4-tert-Butylsulfamoyl-N-methylpyrrole-2-methanol). The reagents and catalysts are O=[Mn]=O (MnO2). The solvent is C1CCOC1 (THF). Conditions: time 1 hour. Yields the product C(C)(C)(C)NS(=O)(=O)C=1C=C(N(C1)C)C=O (4-tert-Butylsulfamoyl-N-methylpyrrole-2-carboxaldehyde). Yield: 89.3%. Reaction SMILES: [C:1]([NH:5][S:6]([C:9]1[CH:10]=[C:11]([CH2:15][OH:16])[N:12]([CH3:14])[CH:13]=1)(=[O:8])=[O:7])([CH3:4])([CH3:3])[CH3:2]>C1COCC1.O=[Mn]=O>[C:1]([NH:5][S:6]([C:9]1[CH:10]=[C:11]([CH:15]=[O:16])[N:12]([CH3:14])[CH:13]=1)(=[O:8])=[O:7])([CH3:4])([CH3:2])[CH3:3]. Procedure details: A solution of 4 (6.40 g, 25.98 mmol) in dry THF (750 mL) under nitrogen was charged with MnO2 (65.0 g, 0.64 mol) and was allowed to stir at room temperature for 1 h. The mixture was filtered through celite; the filtrate was concentrated. Purification by flash chromatography on silica gel using 10-25% EtOAc/hexanes gradient as eluent afforded 1 (5.67 g, 89%) as a white solid. Mp 97-98° C. 1H NMR (300 MHz, CDCl3): δ 9.95(d, 0.8 Hz, 1H), 7.33 (bs, 1H), 7.18 (d, 1.9 Hz, 1H), 4.69 (bs, 1H), 3.97 (s, ... Starting materials: C(CC)N(C1COC2=CC=CC=C2C1)CCC (3-(di-n-propylamino)chromane), C(=O)([O-])[O-].[Na+].[Na+] (Na2CO3), BrBr (Br2), 310.95, 282.00, Cl (HCl), Cl (hydrochloride), Cl (HCl), Cl (hydrochloride). Solvent: O (water), C(Cl)Cl (CH2Cl2), CCOC(=O)C.CCCCCC (EtOAc Hexane). Reaction conditions: time 2 hour. Product: BrC=1C=C2CC(COC2=CC1)N(CCC)CCC (6-Bromo-3-(di-n-propylamino)chromane). Reaction SMILES: [CH2:1]([N:4]([CH2:15][CH2:16][CH3:17])[CH:5]1[CH2:14][C:13]2[C:8](=[CH:9][CH:10]=[CH:11][CH:12]=2)[O:7][CH2:6]1)[CH2:2][CH3:3].Cl.[Br:19]Br.C([O-])([O-])=O.[Na+].[Na+]>C(Cl)Cl.CCOC(C)=O.CCCCCC.O>[Br:19][C:11]1[CH:12]=[C:13]2[C:8](=[CH:9][CH:10]=1)[O:7][CH2:6][CH:5]([N:4]([CH2:1][CH2:2][CH3:3])[CH2:15][CH2:16][CH3:17])[CH2:14]2 |f:3.4.5,7.8|. Reported procedure: The free base of 3-(di-n-propylamino)chromane (60 mg, 0.026 mmol) was converted to the hydrochloride with HCl-saturated EtOH. The residue after evaporation of the solvent and excess HCl was dissolved in CH2Cl2 and 4 equivalents of Br2 dissolved in CH2Cl2 were added. The reaction was complete after 2 hours and water was added. The product was found in the organic layer, which was basified with 10% Na2CO3. The organic phase was dried (Na2SO4), filtered and the solvent was evaporated, yielding an o... The reactants are NC1=NC=C(C(=N1)N)CC1=CC(=C(C(=C1)OCC#C)OC)OC (2,4-diamino-5-[3,4-dimethoxy-5-(2-propynyloxy)benzyl]pyrimidine), C([O-])([O-])=O.[K+].[K+] (potassium carbonate). Solvent: S1(=O)(=O)CCCC1 (sulfolane). Product: NC1=NC=C(C(=N1)N)CC1=CC(=C(C2=C1C=C(O2)C)OC)OC (2,4-Diamino-5-(6,7-dimethoxy-2-methyl-4-benzofuranylmethyl)pyrimidine). As a reaction SMILES: [NH2:1][C:2]1[N:7]=[C:6]([NH2:8])[C:5]([CH2:9][C:10]2[CH:15]=[C:14]([O:16][CH2:17][C:18]#C)[C:13]([O:20][CH3:21])=[C:12]([O:22][CH3:23])[CH:11]=2)=[CH:4][N:3]=1.[C:24](=O)([O-])[O-].[K+].[K+]>S1(CCCC1)(=O)=O>[NH2:1][C:2]1[N:7]=[C:6]([NH2:8])[C:5]([CH2:9][C:10]2[C:15]3[CH:24]=[C:17]([CH3:18])[O:16][C:14]=3[C:13]([O:20][CH3:21])=[C:12]([O:22][CH3:23])[CH:11]=2)=[CH:4][N:3]=1 |f:1.2.3|. Procedure: A mixture of 2,4-diamino-5-[3,4-dimethoxy-5-(2-propynyloxy)benzyl]pyrimidine (1.18 g, 3.75 mmol), potassium carbonate (0.518 g, 3.75 mmol) and sulfolane (10 mL) was heated to 220°-230° under nitrogen over a period of 20 minutes and then maintained at this temperature for an additional 15 minutes. The resulting dark mixture was cooled and the precipitate was adsorbed on silica gel. The title compound was eluted with MeOH:CH2Cl2 /1:9 as an off-white powder, after recrystallization from 95% ethanol... The reactants are [Cl-].[Na+] (sodium chloride), [H-].[Na+] (sodium hydride), ice water, CN1CCN(CC1)S(=O)(=O)CCCO (3-(1-methyl-4-piperazinylsulfonyl)-1-propanol), ClC=1C=CC=2N(N1)N=CN2 (6-chloro[1,2,4]triazolo[1,5-b]pyridazine). The solvent is O1CCCC1 (tetrahydrofuran), CN(C=O)C (dimethylformamide). Run at time 75 minute. Yields the product CN1CCN(CC1)S(=O)(=O)CCCOC=1C=CC=2N(N1)N=CN2 (6-[3-(1-methyl-4-piperazinylsulfonyl)-1-propoxy][1,2,4]triazolo[1,5-b]pyridazine). Yield: 60.6%. RXN SMILES: [H-].[Na+].[CH3:3][N:4]1[CH2:9][CH2:8][N:7]([S:10]([CH2:13][CH2:14][CH2:15][OH:16])(=[O:12])=[O:11])[CH2:6][CH2:5]1.Cl[C:18]1[CH:19]=[CH:20][C:21]2[N:22]([N:24]=[CH:25][N:26]=2)[N:23]=1.[Cl-].[Na+]>CN(C)C=O.O1CCCC1>[CH3:3][N:4]1[CH2:9][CH2:8][N:7]([S:10]([CH2:13][CH2:14][CH2:15][O:16][C:18]2[CH:19]=[CH:20][C:21]3[N:22]([N:24]=[CH:25][N:26]=3)[N:23]=2)(=[O:12])=[O:11])[CH2:6][CH2:5]1 |f:0.1,4.5|. Procedure details: In 10 ml of dimethylformamide was suspended 0.21 g of 60% sodium hydride in oil followed by addition of 1.12 g of 3-(1-methyl-4-piperazinylsulfonyl)-1-propanol and the mixture was stirred under reduced pressure at room temperature for 75 minutes. Then, 0.773 g of 6-chloro[1,2,4]triazolo[1,5-b]pyridazine was added and the mixture was further stirred at room temperature for 1.5 hours. Following addition of 40 ml of ice water, the reaction mixture was saturated with sodium chloride. The aqueous lay... The reactants are N1(CCCCC1)CC=1C=C(C(=O)OC)C=CC1 (3-(1-piperidinylmethyl)benzoic acid, methyl ester), [H-].[Al+3].[Li+].[H-].[H-].[H-] (lithium aluminium hydride). Solvent: O1CCCC1 (tetrahydrofuran). Run at time 30 hour. The product is N1(CCCCC1)CC=1C=C(C=CC1)CO (3-(1-Piperidinylmethyl)benzenemethanol). The yield is 71.8%. RXN SMILES: [N:1]1([CH2:7][C:8]2[CH:9]=[C:10]([CH:15]=[CH:16][CH:17]=2)[C:11](OC)=[O:12])[CH2:6][CH2:5][CH2:4][CH2:3][CH2:2]1.[H-].[Al+3].[Li+].[H-].[H-].[H-]>O1CCCC1>[N:1]1([CH2:7][C:8]2[CH:9]=[C:10]([CH2:11][OH:12])[CH:15]=[CH:16][CH:17]=2)[CH2:6][CH2:5][CH2:4][CH2:3][CH2:2]1 |f:1.2.3.4.5.6|. Procedure details: A mixture of 3-(1-piperidinylmethyl)benzoic acid, methyl ester (17.56 g) and lithium aluminium hydride (2.58 g) in tetrahydrofuran (500 ml) was stirred at room temperature for 30 h and quenched with water. The solid was removed by filtration and the filtrate distilled to give the title compound as a colourless oil (11.1 g) b.p. 135° (10-1 mm). TLC silica; ether; Rf 0.2.